Dataset: the Open Reaction Database (ORD), a public repository of structured organic reaction records. Task: describe an organic reaction: reactants, conditions, products, and yield Run in CN1C(CCC1)=O (1-methyl-2-pyrrolidone), C1CCOC1 (THF). Procedure: To a suspension of 4-benzyl-piperidin-4-ol (1.0 g, 5.2 mmol), benzaldehyde (0.83 g, 7.8 mmol) and MgSO4 (0.31 g, 2.6 mmol) in 1-methyl-2-pyrrolidone (5 mL) is added acetone cyanohydrine (0.45 g, 5.2 mmol). The reaction mixture is heated at 50° C. for 2 h, then cooled to room temperature and quenched with ice (20 g) and sat. NaHCO3 (50 mL). The aqueous phase is extracted with Et2O (3×100 mL), the combined organic extracts are washed with sat. NaCl (20 mL), dried (Na2SO4), filtered and evaporated.... Conditions: temperature 50 celsius, time 15 hour. The product is NCC(C1=CC=CC=C1)N1CCC(CC1)(O)CC1=CC=CC=C1 (1-(2-Amino-1-phenyl-ethyl)-4-benzyl-piperidin-4-ol). The reactants are CC(C#N)(O)C (acetone cyanohydrine), C(C1=CC=CC=C1)C1(CCNCC1)O (4-benzyl-piperidin-4-ol), C(C1=CC=CC=C1)=O (benzaldehyde), [O-]S(=O)(=O)[O-].[Mg+2] (MgSO4), [H-].[H-].[H-].[H-].[Li+].[Al+3] (LiAlH4). As a reaction SMILES: [CH2:1]([C:8]1([OH:14])[CH2:13][CH2:12][NH:11][CH2:10][CH2:9]1)[C:2]1[CH:7]=[CH:6][CH:5]=[CH:4][CH:3]=1.[CH:15](=O)[C:16]1[CH:21]=[CH:20][CH:19]=[CH:18][CH:17]=1.[O-]S([O-])(=O)=O.[Mg+2].CC(C)(O)[C:31]#[N:32].[H-].[H-].[H-].[H-].[Li+].[Al+3]>CN1CCCC1=O.C1COCC1>[NH2:32][CH2:31][CH:15]([N:11]1[CH2:12][CH2:13][C:8]([CH2:1][C:2]2[CH:3]=[CH:4][CH:5]=[CH:6][CH:7]=2)([OH:14])[CH2:9][CH2:10]1)[C:16]1[CH:21]=[CH:20][CH:19]=[CH:18][CH:17]=1 |f:2.3,5.6.7.8.9.10|. Product: ClC1=C(C(=CC=C1)F)C1=NN(C(=N1)C1=CC=C(C=C1)OC1=NC=C(C=C1Cl)C(F)(F)F)C (3-(2-chloro-6-fluorophenyl)-5-[4-(3-chloro-5-trifluoromethylpyridin-2-yloxy)phenyl]-1-methyl-1H-1,2,4-triazole). Run at temperature 140 celsius, time 30 minute. RXN SMILES: [CH3:1][N:2](S(C1C=CC=CC=1)(=O)=O)[N:3]=[C:4](Cl)[C:5]1[C:10]([F:11])=[CH:9][CH:8]=[CH:7][C:6]=1[Cl:12].[Cl:23][C:24]1[C:25]([O:34][C:35]2[CH:42]=[CH:41][C:38]([C:39]#[N:40])=[CH:37][CH:36]=2)=[N:26][CH:27]=[C:28]([C:30]([F:33])([F:32])[F:31])[CH:29]=1.[Cl-].[Al+3].[Cl-].[Cl-].ClC1C=CC=CC=1Cl>C(Cl)(Cl)Cl>[Cl:12][C:6]1[CH:7]=[CH:8][CH:9]=[C:10]([F:11])[C:5]=1[C:4]1[N:40]=[C:39]([C:38]2[CH:37]=[CH:36][C:35]([O:34][C:25]3[C:24]([Cl:23])=[CH:29][C:28]([C:30]([F:33])([F:31])[F:32])=[CH:27][N:26]=3)=[CH:42][CH:41]=2)[N:2]([CH3:1])[N:3]=1 |f:2.3.4.5|. The yield is 43.3%. Procedure: A mixture of 1.30 g of N-methyl-N-phenylsulfonyl-2-chloro-6-fluorobenzohydrazonoyl chloride, 1.00 g of 4-(3-chloro-5-trifluoromethylpyridin-2-yloxy)benzonitrile, 0.50 g of anhydrous aluminum chloride and 3 ml of o-dichlorobenzene was stirred in an oil bath at a temperature of 140° C. for 30 minutes. After the cooling, the resulting solution was dissolved in 100 ml of chloroform, washed with diluted hydrochloric acid solution, diluted sodium hydroxide solution and saline water in this order, drie... Reactants: CN(N=C(C1=C(C=CC=C1F)Cl)Cl)S(=O)(=O)C1=CC=CC=C1 (N-methyl-N-phenylsulfonyl-2-chloro-6-fluorobenzohydrazonoyl chloride), ClC=1C(=NC=C(C1)C(F)(F)F)OC1=CC=C(C#N)C=C1 (4-(3-chloro-5-trifluoromethylpyridin-2-yloxy)benzonitrile), [Cl-].[Al+3].[Cl-].[Cl-] (aluminum chloride), ClC1=C(C=CC=C1)Cl (o-dichlorobenzene). The solvent is C(Cl)(Cl)Cl (chloroform). Starting materials: Cl.CC1=NC2=C(N1C1CCOCC1)C=CC(=C2)C(=O)O (2-methyl-1-(tetrahydropyran-4-yl)benzimidazole-5-carboxylic acid HCl salt), NC1=C(C=CC=C1)O (2-aminophenol), polyphosphoric acid, N (ammonia). Reaction conditions: temperature 160 celsius, time 17 hour. Yields the product O1C(=NC2=C1C=CC=C2)C2=CC1=C(N(C(=N1)C)C1CCOCC1)C=C2 (5-(benzoxazol-2-yl)-2-methyl-1-(tetrahydropyran-4-yl)benzimidazole). Yield: 0.2%. As a reaction SMILES: Cl.[CH3:2][C:3]1[N:7]([CH:8]2[CH2:13][CH2:12][O:11][CH2:10][CH2:9]2)[C:6]2[CH:14]=[CH:15][C:16]([C:18]([OH:20])=O)=[CH:17][C:5]=2[N:4]=1.[NH2:21][C:22]1[CH:27]=[CH:26][CH:25]=[CH:24][C:23]=1O.N>>[O:20]1[C:23]2[CH:24]=[CH:25][CH:26]=[CH:27][C:22]=2[N:21]=[C:18]1[C:16]1[CH:15]=[CH:14][C:6]2[N:7]([CH:8]3[CH2:9][CH2:10][O:11][CH2:12][CH2:13]3)[C:3]([CH3:2])=[N:4][C:5]=2[CH:17]=1 |f:0.1|. Procedure details: An eggplant flask (100 mL) was charged with 2-methyl-1-(tetrahydropyran-4-yl)benzimidazole-5-carboxylic acid HCl salt (see Working Example 4-3) (0.64 g, 2.46 mmol), 2-aminophenol (0.32 g, 2.95 mmol) and polyphosphoric acid (approx. 18 g), and this was heated to 160° C. and stirred for 17 hours. After being allowed to cool, ice was added and concentrated aqueous ammonia (28%) was added to the liquid to give approx. pH 9. This was extracted with chloroform (approx. 50 mL, 3 times) and dried over a... Reactants: CC(=O)O, CO, CC(C)(Cc1ccc(O)cc1)[N+](=O)[O-]. Product: CC(=O)O, CC(C)(N)Cc1ccc(O)cc1. RXN SMILES: [C:15]([CH3:16])(=[O:17])[OH:18].[CH3:19][OH:20].[CH3:1][C:2]([CH2:3][c:4]1[cH:5][cH:6][c:7]([OH:10])[cH:8][cH:9]1)([CH3:11])[N+:12]([O-:13])=[O:14]>>[C:15]([CH3:16])(=[O:17])[OH:18].[CH3:1][C:2]([CH2:3][c:4]1[cH:5][cH:6][c:7]([OH:10])[cH:8][cH:9]1)([CH3:11])[NH2:12]. The reactants are C1CCOC1, [Li]CCCC, CCOC(C)=O, COc1ccc2cc(Br)ccc2c1, COC(=O)c1ccc(C=O)cc1, [Cl-], [NH4+]. Product: COC(=O)c1ccc(C(O)c2ccc3cc(OC)ccc3c2)cc1. Reaction SMILES: [CH2:33]1[O:34][CH2:35][CH2:36][CH2:37]1.[CH3:1][CH2:2][CH2:3][CH2:4][Li:5].[CH3:38][CH2:39][O:40][C:41]([CH3:42])=[O:43].[CH3:6][O:7][c:8]1[cH:9][c:10]2[cH:11][cH:12][c:13]([Br:18])[cH:14][c:15]2[cH:16][cH:17]1.[CH:19](=[O:20])[c:21]1[cH:22][cH:23][c:24]([C:25](=[O:26])[O:27][CH3:28])[cH:29][cH:30]1.[Cl-:31].[NH4+:32]>>[CH3:6][O:7][c:8]1[cH:9][c:10]2[cH:11][cH:12][c:13]([CH:19]([OH:20])[c:21]3[cH:22][cH:23][c:24]([C:25](=[O:26])[O:27][CH3:28])[cH:29][cH:30]3)[cH:14][c:15]2[cH:16][cH:17]1. Starting materials: ClC1=NC(=C2N=C(N(C2=N1)C)CN1CCC(CC1)C(C)(C)O)N1CCOCC1 (2-(1-((2-chloro-9-methyl-6-morpholino-9H-purin-8-yl)methyl)piperidin-4-yl)propan-2-ol), FC1(CC1)C1=NC2=C(N1)C=CC=C2 (2-(1-fluorocyclopropyl)-1H-benzimidazole). The product is FC1(CC1)C1=NC2=C(N1C1=NC(=C3N=C(N(C3=N1)C)CN1CCC(CC1)C(C)(C)O)N1CCOCC1)C=CC=C2 (2-(1-((2-(2-(1-fluorocyclopropyl)-1H-benzo[d]imidazol-1-yl)-9-methyl-6-morpholino-9H-purin-8-yl)methyl)piperidin-4-yl)propan-2-ol). RXN SMILES: Cl[C:2]1[N:10]=[C:9]2[C:5]([N:6]=[C:7]([CH2:12][N:13]3[CH2:18][CH2:17][CH:16]([C:19]([OH:22])([CH3:21])[CH3:20])[CH2:15][CH2:14]3)[N:8]2[CH3:11])=[C:4]([N:23]2[CH2:28][CH2:27][O:26][CH2:25][CH2:24]2)[N:3]=1.[F:29][C:30]1([C:33]2[NH:37][C:36]3[CH:38]=[CH:39][CH:40]=[CH:41][C:35]=3[N:34]=2)[CH2:32][CH2:31]1>>[F:29][C:30]1([C:33]2[N:34]([C:2]3[N:10]=[C:9]4[C:5]([N:6]=[C:7]([CH2:12][N:13]5[CH2:18][CH2:17][CH:16]([C:19]([OH:22])([CH3:20])[CH3:21])[CH2:15][CH2:14]5)[N:8]4[CH3:11])=[C:4]([N:23]4[CH2:28][CH2:27][O:26][CH2:25][CH2:24]4)[N:3]=3)[C:35]3[CH:41]=[CH:40][CH:39]=[CH:38][C:36]=3[N:37]=2)[CH2:31][CH2:32]1. Procedure details: Following General Procedure I for Buchwald coupling, 2-(1-((2-chloro-9-methyl-6-morpholino-9H-purin-8-yl)methyl)piperidin-4-yl)propan-2-ol and 2-(1-fluorocyclopropyl)-1H-benzimidazole were reacted to give 307. LCMS m/z: 549.3 (MH+) Starting materials: COC(C(CC=1C=C2CCN(C2=CC1)C(=O)C1=CC(=NC(=C1)Cl)Cl)NC1=C(C(C12CCCCC2)=O)Cl)=O (2-(2-Chloro-3-oxo-spiro[3.5]non-1-en-1-ylamino)-3-[1-(2,6-dichloro-pyridine-4-carbonyl)-2,3-dihydro-1H-indol-5-yl]-propionic acid methyl ester), ClC1=C(C(=O)N2CCC3=CC(=CC=C23)CC(C(=O)O)NC2=CC(C23CCCCC3)=O)C(=CN=C1)Cl (3-[1-(3,5-dichloroisonicotinoyl)-2,3-dihydro-1H-indol-5-yl]-2-[(3-oxo-spiro [3.5]non-1-en-1-yl)amino]-propanoic acid), powder. The product is ClC1=C(C2(C1=O)CCCCC2)NC(C(=O)O)CC=2C=C1CCN(C1=CC2)C(=O)C2=CC(=NC(=C2)Cl)Cl (2-(2-Chloro-3-oxo-spiro[3.5]non-1-en-1-ylamino)-3-[1-(2,6-dichloro-pyridine-4-carbonyl)-2,3-dihydro-1H-indol-5-yl]-propionic acid). Reaction SMILES: C[O:2][C:3](=[O:37])[CH:4]([NH:25][C:26]1[C:29]2([CH2:34][CH2:33][CH2:32][CH2:31][CH2:30]2)[C:28](=[O:35])[C:27]=1[Cl:36])[CH2:5][C:6]1[CH:7]=[C:8]2[C:12](=[CH:13][CH:14]=1)[N:11]([C:15]([C:17]1[CH:22]=[C:21]([Cl:23])[N:20]=[C:19]([Cl:24])[CH:18]=1)=[O:16])[CH2:10][CH2:9]2.ClC1C=NC=C(Cl)C=1C(N1C2C(=CC(CC(NC3C4(CCCCC4)C(=O)C=3)C(O)=O)=CC=2)CC1)=O>>[Cl:36][C:27]1[C:28](=[O:35])[C:29]2([CH2:34][CH2:33][CH2:32][CH2:31][CH2:30]2)[C:26]=1[NH:25][CH:4]([CH2:5][C:6]1[CH:7]=[C:8]2[C:12](=[CH:13][CH:14]=1)[N:11]([C:15]([C:17]1[CH:22]=[C:21]([Cl:23])[N:20]=[C:19]([Cl:24])[CH:18]=1)=[O:16])[CH2:10][CH2:9]2)[C:3]([OH:37])=[O:2]. Procedure details: The title compound was prepared from the compound of Example 11 in a similar manner to the compound of Example 2 as a white lyophilised powder (64%). δH NMR (d6 DMSO) 8.80 (1H, d, J 9.6 Hz), 7.98 (1H, d, J 8.2 Hz), 7.85 (2H, s), 7.14 (2H, m), 4.57 (1H, m), 3.96 (2H, t, J 8.2 Hz), 3.21 (1H, dd, J 13.6 and 3.7 Hz), 3.04 (2H, m), 2.92 (1H, dd, J 13.6 and 10.6 Hz), 1.44 (10H, br m), m/z (ES+, 70 eV) 550 (M+H)+. The reactants are FC=1C=C(C=CCCl)C=CC1 (3-fluoro-cinnamyl chloride), NC=1SC=2CCNCCC2N1 (2-amino-4,5,7,8-tetrahydro-6H-thiazolo[5,4-d]azepine), CCOCC (ether). Solvent: C(Cl)(Cl)Cl (chloroform). Product: NC=1SC=2CCN(CCC2N1)CC=CC1=CC(=CC=C1)F (2-Amino-6-(3-(3-fluoro-phenyl)allyl)-4,5,7,8-tetrahydro-6H-thiazolo[5,4-d]azepine). Yield: 44.0%. Reaction SMILES: [F:1][C:2]1[CH:3]=[C:4]([CH:9]=[CH:10][CH:11]=1)[CH:5]=[CH:6][CH2:7]Cl.[NH2:12][C:13]1[S:14][C:15]2[CH2:16][CH2:17][NH:18][CH2:19][CH2:20][C:21]=2[N:22]=1.CCOCC>C(Cl)(Cl)Cl>[NH2:12][C:13]1[S:14][C:15]2[CH2:16][CH2:17][N:18]([CH2:7][CH:6]=[CH:5][C:4]3[CH:9]=[CH:10][CH:11]=[C:2]([F:1])[CH:3]=3)[CH2:19][CH2:20][C:21]=2[N:22]=1. Reported procedure: Prepared from 3-fluoro-cinnamyl chloride and 2 equivalents of 2-amino-4,5,7,8-tetrahydro-6H-thiazolo[5,4-d]azepine in chloroform. Yield: 44% of theory, Melting point: 128°-132° C. (ether).